Dataset: the Open Reaction Database (ORD), a public repository of structured organic reaction records. Task: describe an organic reaction: reactants, conditions, products, and yield Procedure: A mixture of 5.64 g (29 mM) of 4-n-butylveratrole, 18.54 g (309 mM) of acetic acid and 55.62 g (323 mM) of 47% hydrobromic acid was heated under reflux for 4 hours with stirring. The reaction mixture was cooled to the room temperature and added with 50 ml of eater. The separated oil was extracted with ether. The ether solution was successively washed with 50 ml of water, 75 g of 5% aqueous sodium thiosulfate solution, and further twice with each 50 ml of water. The resulting solution was dried w... Reactants: C(CCC)C=1C=C(C(=CC1)OC)OC (4-n-butylveratrole), Br (hydrobromic acid), C(C)(=O)O (acetic acid). Product: C(CCC)C1=C(C(O)=CC=C1)O (n-butylcatechol). Reaction SMILES: [CH2:1]([C:5]1[CH:6]=[C:7]([O:13]C)[C:8](OC)=[CH:9][CH:10]=1)[CH2:2][CH2:3][CH3:4].Br.C(O)(=[O:18])C>>[CH2:1]([C:5]1[CH:10]=[CH:9][CH:8]=[C:7]([OH:13])[C:6]=1[OH:18])[CH2:2][CH2:3][CH3:4]. The yield is 80.6%. Reactants: N#CCCCCN(OCc1ccccc1)C(=O)CCC(=O)NCCCCCNOCc1ccccc1, O=C1CCC(=O)O1, c1ccncc1. The product is N#CCCCCN(OCc1ccccc1)C(=O)CCC(=O)NCCCCCN(OCc1ccccc1)C(=O)CCC(=O)O. As a reaction SMILES: [CH2:1]([c:2]1[cH:3][cH:4][cH:5][cH:6][cH:7]1)[O:8][N:9]([CH2:10][CH2:11][CH2:12][CH2:13][C:14]#[N:15])[C:16]([CH2:17][CH2:18][C:19]([NH:20][CH2:21][CH2:22][CH2:23][CH2:24][CH2:25][NH:26][O:27][CH2:28][c:29]1[cH:30][cH:31][cH:32][cH:33][cH:34]1)=[O:35])=[O:36].[O:37]=[C:38]1[CH2:39][CH2:40][C:41](=[O:42])[O:43]1.[cH:44]1[cH:45][cH:46][n:47][cH:48][cH:49]1>>[CH2:1]([c:2]1[cH:3][cH:4][cH:5][cH:6][cH:7]1)[O:8][N:9]([CH2:10][CH2:11][CH2:12][CH2:13][C:14]#[N:15])[C:16]([CH2:17][CH2:18][C:19]([NH:20][CH2:21][CH2:22][CH2:23][CH2:24][CH2:25][N:26]([O:27][CH2:28][c:29]1[cH:30][cH:31][cH:32][cH:33][cH:34]1)[C:41]([CH2:40][CH2:39][C:38](=[O:37])[OH:43])=[O:42])=[O:35])=[O:36]. Starting materials: N1N=NN=C1C1=NC2=C3N=CC=CC3=CC=C2C=C1 (2-(1H-tetrazol-5-yl)-[1,10]phenanthroline), C1(=CC(=CC(=C1)C(=O)Cl)C(=O)Cl)C(=O)Cl (1,3,5 benzene tricarbonyl chloride). The solvent is N1=CC=CC=C1 (pyridine). Conditions: temperature 85 celsius, time 8 hour. The product is N1=C(C=CC2=CC=C3C=CC=NC3=C12)C1=NN=C(O1)C1=CC(=CC(=C1)C=1OC(=NN1)C1=NC2=C3N=CC=CC3=CC=C2C=C1)C=1OC(=NN1)C1=NC2=C3N=CC=CC3=CC=C2C=C1 (1,3,5-tris-(5-[1,10]phenanthroline-2-yl-[1,3,4]oxadiazol-2-yl)-benzene). The yield is 44.1%. RXN SMILES: N1[C:5]([C:6]2[CH:19]=[CH:18][C:17]3[C:8](=[C:9]4[C:14](=[CH:15][CH:16]=3)[CH:13]=[CH:12][CH:11]=[N:10]4)[N:7]=2)=[N:4][N:3]=N1.[C:20]1([C:32](Cl)=[O:33])[CH:25]=[C:24]([C:26](Cl)=[O:27])[CH:23]=[C:22]([C:29](Cl)=[O:30])[CH:21]=1>N1C=CC=CC=1>[N:7]1[C:8]2[C:17](=[CH:16][CH:15]=[C:14]3[C:9]=2[N:10]=[CH:11][CH:12]=[CH:13]3)[CH:18]=[CH:19][C:6]=1[C:5]1[O:33][C:32]([C:20]2[CH:25]=[C:24]([C:26]3[O:27][C:5]([C:6]4[CH:19]=[CH:18][C:17]5[C:8](=[C:9]6[C:14](=[CH:15][CH:16]=5)[CH:13]=[CH:12][CH:11]=[N:10]6)[N:7]=4)=[N:4][N:3]=3)[CH:23]=[C:22]([C:29]3[O:30][C:5]([C:6]4[CH:19]=[CH:18][C:17]5[C:8](=[C:9]6[C:14](=[CH:15][CH:16]=5)[CH:13]=[CH:12][CH:11]=[N:10]6)[N:7]=4)=[N:4][N:3]=3)[CH:21]=2)=[N:3][N:4]=1. Procedure: To a flask was added a mixture of 15 g 2-(1H-tetrazol-5-yl)-[1,10]phenanthroline and 300 ml pyridine. The mixture was then heated to 80-90° C., and 4.86 g 1,3,5 benzene tricarbonyl chloride was added. Subsequently, the mixture solution was heated to 110° C. and stirred overnight. After completion of reaction, as shown in scheme 8, the reaction mixture was filtered to collect solids. The solids was washed by pyridine and CH2Cl2 respectively, and then dried on oven to obtain products 6.6 g (yield=... The reactants are P(=O)(Cl)(Cl)Cl (Phosphorous oxychloride), CN(C)C=O (DMF), BrC=1C=C(C=2N(C1)N=CC2)OC (6-bromo-4-methoxypyrazolo[1,5-a]pyridine). Reaction conditions: time 30 minute. Yields the product BrC=1C=C(C=2N(C1)N=CC2C=O)OC (6-bromo-4-methoxypyrazolo[1,5-a]pyridine-3-carbaldehyde). Reaction SMILES: P(Cl)(Cl)(Cl)=O.CN([CH:9]=[O:10])C.[Br:11][C:12]1[CH:13]=[C:14]([O:21][CH3:22])[C:15]2[N:16]([N:18]=[CH:19][CH:20]=2)[CH:17]=1>>[Br:11][C:12]1[CH:13]=[C:14]([O:21][CH3:22])[C:15]2[N:16]([N:18]=[CH:19][C:20]=2[CH:9]=[O:10])[CH:17]=1. Procedure details: Phosphorous oxychloride (513 μl, 5.51 mmol) was added to DMF (8.52 ml, 110 mmol) at 0° C. The bath was removed and the solution was allowed the solution to warm to ambient temperature. After 30 minutes, 6-bromo-4-methoxypyrazolo[1,5-a]pyridine (500 mg, 2.202 mmol) was added, and the mixture was allowed to stir at ambient temperature. After 3.5 h, the reaction was quenched by the addition of saturated aqueous sodium bicarbonate (30 mL) and stirred for 60 minutes. The reaction mixture was diluted ... Starting materials: N1(CCNC2=CC=CC=C12)C1=CC=C(C(=O)O)C=C1 (4-(3,4-dihydroquinoxalin-1(2H)-yl)benzoic acid), CO (methanol), S(O)(O)(=O)=O (sulfuric acid). Conditions: time 18 hour. Product: N1(CCNC2=CC=CC=C12)C1=CC=C(C(=O)OC)C=C1 (methyl 4-(3,4-dihydroquinoxalin-1(2H)-yl)benzoate). As a reaction SMILES: [N:1]1([C:11]2[CH:19]=[CH:18][C:14]([C:15]([OH:17])=[O:16])=[CH:13][CH:12]=2)[C:10]2[C:5](=[CH:6][CH:7]=[CH:8][CH:9]=2)[NH:4][CH2:3][CH2:2]1.S(=O)(=O)(O)O.[CH3:25]O>>[N:1]1([C:11]2[CH:19]=[CH:18][C:14]([C:15]([O:17][CH3:25])=[O:16])=[CH:13][CH:12]=2)[C:10]2[C:5](=[CH:6][CH:7]=[CH:8][CH:9]=2)[NH:4][CH2:3][CH2:2]1. Procedure details: 3.8 g of 4-(3,4-dihydroquinoxalin-1(2H)-yl)benzoic acid and 70 ml of methanol are introduced into a 250 ml round-bottomed flask equipped with a magnetic stirrer. 4.4 ml of 97% sulfuric acid are added dropwise and the reaction medium is stirred at ambient temperature for 18 h. The methanol is partially evaporated. The remaining solution is poured onto a water-plus-ice mixture, neutralized by slow addition of sodium hydrogencarbonate and extracted 3 times with ethyl acetate. The organic phases are...